Dataset: the Open Reaction Database (ORD), a public repository of structured organic reaction records. Task: describe an organic reaction: reactants, conditions, products, and yield Reactants: C(C)OC(=O)C=1N=C(SC1)Br (2-bromo-thiazole-4-carboxylic acid ethyl ester), COC1(CC=CC=C1F)B(O)O (1-methoxy-6-flurophenylboronic acid), C([O-])([O-])=O.[Na+].[Na+] (sodium carbonate). The reagents and catalysts are C=1C=CC(=CC1)[P](C=2C=CC=CC2)(C=3C=CC=CC3)[Pd]([P](C=4C=CC=CC4)(C=5C=CC=CC5)C=6C=CC=CC6)([P](C=7C=CC=CC7)(C=8C=CC=CC8)C=9C=CC=CC9)[P](C=1C=CC=CC1)(C=1C=CC=CC1)C=1C=CC=CC1 (Tetrakis(triphenylphosphine)palladium). Solvent: COCCOC (DME), CN(C)C=O (DMF). The product is FC1=C(C(=CC=C1)OC)C=1SC=C(N1)C(=O)O (2-(2-fluoro-6-methoxy-phenyl)-thiazole-4-carboxylic acid). Reaction SMILES: C([O:3][C:4]([C:6]1[N:7]=[C:8](Br)[S:9][CH:10]=1)=[O:5])C.CO[C:14]1(B(O)O)[C:19]([F:20])=[CH:18][CH:17]=[CH:16][CH2:15]1.[C:24](=[O:27])([O-])[O-].[Na+].[Na+]>COCCOC.CN(C=O)C.C1C=CC([P]([Pd]([P](C2C=CC=CC=2)(C2C=CC=CC=2)C2C=CC=CC=2)([P](C2C=CC=CC=2)(C2C=CC=CC=2)C2C=CC=CC=2)[P](C2C=CC=CC=2)(C2C=CC=CC=2)C2C=CC=CC=2)(C2C=CC=CC=2)C2C=CC=CC=2)=CC=1>[F:20][C:19]1[CH:14]=[CH:15][CH:16]=[C:17]([O:27][CH3:24])[C:18]=1[C:8]1[S:9][CH:10]=[C:6]([C:4]([OH:3])=[O:5])[N:7]=1 |f:2.3.4,^1:44,46,65,84|. Procedure details: Tetrakis(triphenylphosphine)palladium (0.54 g, 0.48 mmol, 2.2% mol eq) was added to a degassed (nitrogen) mixture of 2-bromo-thiazole-4-carboxylic acid ethyl ester (Combi-Blocks, Inc., San Diego, Calif.; 5 g, 21.2 mmol), 1-methoxy-6-flurophenylboronic acid (4.68 g, 27.56 mmol), and sodium carbonate(23 mL, 2 M solution in water) in DME (100 mL) and DMF (100 mL). The reaction mixture was refluxed under inert atmosphere overnight. After cooling to room temperature, the reaction mixture was filtered... The reactants are S(=O)(=O)([O-])OOS(=O)(=O)[O-].[K+].[K+] (potassium persulfate), ClC1=NC=CN=C1Cl (2,3-dichloropyrazine), ice water. Run in S(O)(O)(=O)=O (sulfuric acid). Conditions: time 8 hour. The product is ClC1=[N+](C=CN=C1Cl)[O-] (2,3-dichloropyrazine-1-oxide). RXN SMILES: [Cl:1][C:2]1[C:7]([Cl:8])=[N:6][CH:5]=[CH:4][N:3]=1.S(OOS([O-])(=O)=O)([O-])(=O)=[O:10].[K+].[K+]>S(=O)(=O)(O)O>[Cl:1][C:2]1[C:7]([Cl:8])=[N:6][CH:5]=[CH:4][N+:3]=1[O-:10] |f:1.2.3|. Procedure: To a stirred solution of 15 grams (0.1 mole) of 2,3-dichloropyrazine in 120 milliliters of concentrated sulfuric acid, maintained at 5° C, was gradually added 30 grams (0.11 mole) of potassium persulfate. The reaction mixture was stirred overnight at room temperature and thereafter poured into 400 milliliters of ice water. The resulting solution was thoroughly extracted with chloroform and the extract washed with both a saturated sodium bicarbonate solution and a saturated sodium chloride soluti...